From a dataset of the Open Reaction Database (ORD), a public repository of structured organic reaction records. describe an organic reaction: reactants, conditions, products, and yield Reactants: C(C=C)#N (acrylonitrile), C(C=C)#N (acrylonitrile), C=CC1=CC=CC=C1 (styrene), C(C=C)#N (acrylonitrile), 127. Product: C=CC=C.C=CC1=CC=CC=C1.C(C=C)#N (Styrene-Butadiene Acrylonitrile). Reaction SMILES: [C:1](#[N:4])[CH:2]=[CH2:3].[CH2:5]=[CH:6][C:7]1[CH:12]=[CH:11][CH:10]=[CH:9][CH:8]=1>>[CH2:5]=[CH:6][CH:7]=[CH2:8].[CH2:5]=[CH:6][C:7]1[CH:12]=[CH:11][CH:10]=[CH:9][CH:8]=1.[C:1](#[N:4])[CH:2]=[CH2:3] |f:2.3.4|. Reported procedure: The procedure of Example i was repeated except a total of 273 grams of acrylonitrile was used instead of the total of 546 grams as per Example 1. In this example, the incremental addition was repeated except only one half of each amount of acrylonitrile was used. A portion of the latex was isolated for subsequent blending and the remaining latex coagulated as per Example 1. The dry rubber had a Mooney viscosity (100° C.) of 127, a bound acrylonitrile content of 3.8 weight percent (by Carlo Erba ...